describe an organic reaction: reactants, conditions, products, and yield From a dataset of the Open Reaction Database (ORD), a public repository of structured organic reaction records. The reactants are BrC=1C(OC(CC1O)(CCC1=CC=CC=C1)C1=CC=CC=C1)=O (3-bromo-5,6-dihydro-4-hydroxy-6-phenyl-6-(2-phenylethyl)-2H-pyran-2-one), CC=1C=C(C=CC1)S (3-methylbenzenethiol), N1CCCCC1 (piperidine). The solvent is ClCCl (dichloromethane). Yields the product OC1=C(C(OC(C1)(CCC1=CC=CC=C1)C1=CC=CC=C1)=O)SC1=CC(=CC=C1)C (5,6-Dihydro-4-hydroxy-3-(3-methylphenylthio)-6-phenyl-6-(2-phenylethyl)-2H-pyran-2-one). As a reaction SMILES: Br[C:2]1[C:3](=[O:23])[O:4][C:5]([C:17]2[CH:22]=[CH:21][CH:20]=[CH:19][CH:18]=2)([CH2:9][CH2:10][C:11]2[CH:16]=[CH:15][CH:14]=[CH:13][CH:12]=2)[CH2:6][C:7]=1[OH:8].[CH3:24][C:25]1[CH:26]=[C:27]([SH:31])[CH:28]=[CH:29][CH:30]=1.N1CCCCC1>ClCCl>[OH:8][C:7]1[CH2:6][C:5]([C:17]2[CH:22]=[CH:21][CH:20]=[CH:19][CH:18]=2)([CH2:9][CH2:10][C:11]2[CH:16]=[CH:15][CH:14]=[CH:13][CH:12]=2)[O:4][C:3](=[O:23])[C:2]=1[S:31][C:27]1[CH:28]=[CH:29][CH:30]=[C:25]([CH3:24])[CH:26]=1. Procedure details: The title compound was prepared as described in General Method 6 from 2.0 mmol of 3-bromo-5,6-dihydro-4-hydroxy-6-phenyl-6-(2-phenylethyl)-2H-pyran-2-one (prepared in example BBB), 2.2 mmol of 3-methylbenzenethiol, and 2.2 mmol of piperidine in 30 mL of dichloromethane. The crude product was chromatographed on silica gel, eluting first with chloroform and then with 5% methanol in chloroform, to give the title compound (m.p. 68°-70° C.). 1H NMR (DMSO-d6) δ 2.06 (s, 3 H), 2.18-2.36 (m, 3 H), 2.60 ...